describe an organic reaction: reactants, conditions, products, and yield From a dataset of the Open Reaction Database (ORD), a public repository of structured organic reaction records. The reactants are C(C1=CC=CC=C1)O[C@@H]1[C@]2(O[C@H]([C@@H]1OC2)N2C1=NC=NC(=C1N=C2)NC(C2=CC=CC=C2)=O)COCC2=CC=CC=C2 ((1S,3R,4R,7S)-7-Benzyloxy-1-benzyloxymethyl-3-(6-N-benzoyladenin-9-yl)-2,5-dioxabicyclo[2.2.1]heptane), B(Cl)(Cl)Cl (BCl3), CO (Methanol), B(Cl)(Cl)Cl (BCl3). Solvent: ClCCl (dichloromethane). Conditions: temperature -78 celsius, time 4 hour. Yields the product O[C@@H]1[C@]2(O[C@H]([C@@H]1OC2)N2C1=NC=NC(=C1N=C2)N)CO ((1S,3R,4R,7S)-7-Hydroxy-1-hydroxymethyl-3-(adenin-9-yl)-2,5-dioxabicyclo[2.2.1]-heptane), material. The yield is 84.0%. Reaction SMILES: C([O:8][C@H:9]1[C@H:13]2[O:14][CH2:15][C@:10]1([CH2:34][O:35]CC1C=CC=CC=1)[O:11][C@H:12]2[N:16]1[CH:24]=[N:23][C:22]2[C:17]1=[N:18][CH:19]=[N:20][C:21]=2[NH:25]C(=O)C1C=CC=CC=1)C1C=CC=CC=1.B(Cl)(Cl)Cl.CO>ClCCl>[OH:8][C@H:9]1[C@H:13]2[O:14][CH2:15][C@:10]1([CH2:34][OH:35])[O:11][C@H:12]2[N:16]1[CH:24]=[N:23][C:22]2[C:17]1=[N:18][CH:19]=[N:20][C:21]=2[NH2:25]. Procedure details: To a stirred solution of nucleoside 61 (0.80 g, 1.42 mmol) in anhydrous dichloromethane (30 cm3) at −78 ° C. was dropwise during 30 min added BCl3 (1 M solution in hexane; 11.36 cm3, 11.36 mmol). The mixture was stirred for 4 h at −78° C., additional BCl3 (1 M solution in hexane, 16.0 cm3, 16.0 mmol) was added drop-wise, and the mixture was stirred at −78° C. for 3 h. Then the temperature of the reaction mixture was raised slowly to room temperature and stirring was continued for 30 min. Methano... Reactants: COC=1C(=CSC1C1=CC=2CCCCC2C=C1)C#N (4-methoxy-5-(5,6,7,8-tetrahydronaphthalen-2-yl)thiophene-3-carbonitrile), C1CCC2=CC(=CC=C12)B(O)O ((2,3-dihydro-1H-inden-5-yl)boronic acid). Product: C1CCC2=CC(=CC=C12)C1=C(C(=CS1)C#N)OC (5-(2,3-dihydro-1H-inden-5-yl)-4-methoxythiophene-3-carbonitrile). Isolated yield 85.6%. RXN SMILES: [CH3:1][O:2][C:3]1[C:4]([C:18]#[N:19])=[CH:5][S:6][C:7]=1[C:8]1[CH:17]=[CH:16][C:15]2[CH2:14][CH2:13][CH2:12]C[C:10]=2[CH:9]=1.C1C2C(=CC(B(O)O)=CC=2)CC1>>[CH2:14]1[C:15]2[C:16](=[CH:17][C:8]([C:7]3[S:6][CH:5]=[C:4]([C:18]#[N:19])[C:3]=3[O:2][CH3:1])=[CH:9][CH:10]=2)[CH2:12][CH2:13]1. Procedure: Synthesis was carried out in the same manner as in Synthesis Method 2 (4) in Reference Synthetic Example 3 by using 4.08 g (0.0252 mol) of (2,3-dihydro-1H-inden-5-yl)boronic acid described in Reference Synthetic Example 5(1) to obtain 5.0 g of the desired product (yield: 85.6%).